This data is from the Open Reaction Database (ORD), a public repository of structured organic reaction records. The task is: describe an organic reaction: reactants, conditions, products, and yield Starting materials: FC(C=1C=C(C=CC1)C1=CCNC=2N1N=CC2C(=O)N)(F)F (4,5-Dihydro-7-(3-(trifluoromethyl)phenyl)-pyrazolo(1,5 -a)pyrimidine-3-carboxamide), C(=O)(N1C=NC=C1)N1C=NC=C1 (1,1'-carbonyldiimidazole). The solvent is O1CCOCC1 (dioxane). The product is FC(C=1C=C(C=CC1)C1=CCN2C(NC(C=3C=NN1C32)=O)=O)(F)F (8-(3-(Trifluoromethyl)phenyl)-3H,6H-1,4,5a,8a-tetraazaacenaphthylene-3,5(4H)-dione). The yield is 59.9%. As a reaction SMILES: [F:1][C:2]([F:22])([F:21])[C:3]1[CH:4]=[C:5]([C:9]2[N:14]3[N:15]=[CH:16][C:17]([C:18]([NH2:20])=[O:19])=[C:13]3[NH:12][CH2:11][CH:10]=2)[CH:6]=[CH:7][CH:8]=1.[C:23](N1C=CN=C1)(N1C=CN=C1)=[O:24]>O1CCOCC1>[F:22][C:2]([F:21])([F:1])[C:3]1[CH:4]=[C:5]([C:9]2[N:14]3[C:13]4[N:12]([C:23](=[O:24])[NH:20][C:18](=[O:19])[C:17]=4[CH:16]=[N:15]3)[CH2:11][CH:10]=2)[CH:6]=[CH:7][CH:8]=1. Procedure: To a stirred mixture of 10.0 g of 4,5-dihydro-7-(3-(trifluoromethyl)phenyl)pyrazolo(1,5-a)pyrimidine-3-carboxamide (prepared as described in Example 8) in 200 ml of dioxane at room temperature under nitrogen is added 20.0 g of 1,1'-carbonyldiimidazole. The mixture is then heated at reflux for 5 hours, and then is cooled and filtered. The filtrate is evaporated to dryness in vacuo and an excess of water is added to the residue. The white solid which forms is collected and is recrystallized from a... Reactants: C(C)(=O)NC1=NN(C(=N1)N)C(=S)NC (3-Acetylamino-5-amino-1-[methylamino(thiocarbonyl)]-1H-1,2,4-triazole), C(C)(=O)OC(OCC)OCC (diethoxymethyl acetate). Product: C(C)(=O)NC1=NN2C(N=CN(C2=S)C)=N1 (2-Acetylamino-6-methyl-1,2,4-triazolo[1,5-a]-1,3,5-triazine-7(6H)-thione). The yield is 87.0%. As a reaction SMILES: [C:1]([NH:4][C:5]1[N:9]=[C:8]([NH2:10])[N:7]([C:11]([NH:13][CH3:14])=[S:12])[N:6]=1)(=[O:3])[CH3:2].[C:15](OC(OCC)OCC)(=O)C>>[C:1]([NH:4][C:5]1[N:9]=[C:8]2[N:10]=[CH:14][N:13]([CH3:15])[C:11](=[S:12])[N:7]2[N:6]=1)(=[O:3])[CH3:2]. Procedure: The synthesis method of Example 55 was applied. The compound (1.02 g) obtained in Example 32 and diethoxymethyl acetate (10 ml) were used as reagents. The mixture was reacted at 100° C. for 5.5 hours to give 925 mg of white crystals (yield 87%). The reactants are solid, CC(C)(C)[O-].[Na+] (NaOt-Bu), C(C)(C)(C)OC(=O)N1C[C@@H]2[C@@H](N(C=3C(=CC(=CC23)Br)C(F)(F)F)C)CC1 ((4aS,9bR)-8-bromo-5-methyl-6-trifluoromethyl-1,3,4,4a,5,9b-hexahydro-pyrido[4,3-b]indole-2-carboxylic acid tert-butyl ester), NC=1C(=NC=CC1)OC (3-amino-2-methoxy-pyridine). Product: COC1=NC=CC=C1NC1=CC=2[C@H]3[C@@H](N(C2C(=C1)C(F)(F)F)C)CCNC3 ((4aS,9bR)-(2-methoxy-pyridin-3-yl)-(5-methyl-6-trifluoromethyl-2,3,4,4a,5,9b-hexahydro-1H-pyrido[4,3-b]indol-8-yl)-amine). RXN SMILES: C(OC([N:8]1[CH2:26][CH2:25][C@@H:11]2[N:12]([CH3:24])[C:13]3[C:14]([C:20]([F:23])([F:22])[F:21])=[CH:15][C:16](Br)=[CH:17][C:18]=3[C@@H:10]2[CH2:9]1)=O)(C)(C)C.[NH2:27][C:28]1[C:29]([O:34][CH3:35])=[N:30][CH:31]=[CH:32][CH:33]=1.CC([O-])(C)C.[Na+]>>[CH3:35][O:34][C:29]1[C:28]([NH:27][C:16]2[CH:15]=[C:14]([C:20]([F:21])([F:22])[F:23])[C:13]3[N:12]([CH3:24])[C@H:11]4[CH2:25][CH2:26][NH:8][CH2:9][C@H:10]4[C:18]=3[CH:17]=2)=[CH:33][CH:32]=[CH:31][N:30]=1 |f:2.3|. Procedure: The title compound was prepared by following the general Method A as a yellow solid (25 mg, 13%) from (4aS,9bR)-8-bromo-5-methyl-6-trifluoromethyl-1,3,4,4a,5,9b-hexahydro-pyrido[4,3-b]indole-2-carboxylic acid tert-butyl ester (Example 45, 217 mg, 0.5 mmol), 3-amino-2-methoxy-pyridine (186 mg, 1.5 mmol) and NaOt-Bu (144 mg, 1.5 mmol). MS (ESI): 379 (base, M+H). Starting materials: [Al+3], CC(C)[O-], CC(C)[O-], CC(C)[O-], CCOC(C)=O, Cl, O=Cc1ccccc1[N+](=O)[O-], OCC=Cc1ccccc1, c1ccccc1. Product: O=CC=Cc1ccccc1. As a reaction SMILES: [Al+3:15].[CH3:11][CH:12]([CH3:13])[O-:14].[CH3:16][CH:17]([CH3:18])[O-:19].[CH3:20][CH:21]([CH3:22])[O-:23].[CH3:42][CH2:43][O:44][C:45](=[O:46])[CH3:47].[ClH:35].[N+:24]([c:25]1[cH:26][cH:27][cH:28][cH:29][c:30]1[CH:31]=[O:32])([O-:33])=[O:34].[OH:1][CH2:2][CH:3]=[CH:4][c:5]1[cH:6][cH:7][cH:8][cH:9][cH:10]1.[cH:36]1[cH:37][cH:38][cH:39][cH:40][cH:41]1>>[O:1]=[CH:2][CH:3]=[CH:4][c:5]1[cH:6][cH:7][cH:8][cH:9][cH:10]1.